This data is from the Open Reaction Database (ORD), a public repository of structured organic reaction records. The task is: describe an organic reaction: reactants, conditions, products, and yield Reactants: Cl (hydrogen chloride), O=C[C@@H](O)[C@@H](O)[C@@H](O)CO (L-(+)-ribose), CO (methanol), CO (methanol). Reaction conditions: time 2.5 hour. The product is COC1[C@@H](O)[C@@H](O)[C@@H](O1)CO (1-O-Methyl-L-ribofuranose). RXN SMILES: Cl.[O:2]=[CH:3][C@H:4]([C@H:6]([C@H:8]([CH2:10][OH:11])[OH:9])[OH:7])[OH:5].[CH3:12]O>>[CH3:12][O:2][CH:3]1[O:9][C@@H:8]([CH2:10][OH:11])[C@H:6]([OH:7])[C@@H:4]1[OH:5]. Reported procedure: A cold solution of dry hydrogen chloride (4;4 g, 0.12 mmol) in methanol (100 mL) was slowly added to the solution of L-(+)-ribose 1 (50 g, 0.33 mole in methanol (1000 mL) at room temperature. After addition, the solution was stirred for 2.5 h and quenched with pyridine (100 mL). The mixture was stirred for 10 min and the solvent was evaporated. The residue was dissolved in pyridine (100 mL) and the resulting solution was concentrated to dryness to give 1-O-methyl-L-ribofuranose 2 as a pale-yello... Reactants: N#CC1=NC=CC=N1. The reagents and catalysts are O1B(OC(C)(C)C1(C)C)B2OC(C)(C)C(O2)(C)C, N=1C=C(C(=C2C=CC3=C(N=CC(=C3C)C)C12)C)C, C[OH2+].C[OH2+].C1CC=CCCC=C1.C1CC=CCCC=C1.[Ir].[Ir]. Solvent: O1CCCC1. Run at temperature 25 celsius, time 19 hour. Yields the product N#CC1=NC=C(C=N1)B2OC(C)(C)C(O2)(C)C. Isolated yield 69.0%.